Dataset: the Open Reaction Database (ORD), a public repository of structured organic reaction records. Task: describe an organic reaction: reactants, conditions, products, and yield The reactants are C(C)OCOCC (formaldehyde diethyl acetal), [Br-].[Li+] (lithium bromide), O.C=1(C(=CC=CC1)S(=O)(=O)O)C (toluene sulphonic acid monohydrate), C1(CCC=CCCC=CCCC1)O (4,8-cyclododecadien-1-ol). Solvent: CC(C)(C)OC (MTBE). Run at time 3 hour. The product is C(C)OCOC1CCC=CCCC=CCCC1 (9-(Ethoxymethoxy)-1,5-cyclododecadiene). Reaction SMILES: [CH:1]1([OH:13])[CH2:12][CH2:11][CH2:10][CH:9]=[CH:8][CH2:7][CH2:6][CH:5]=[CH:4][CH2:3][CH2:2]1.[CH2:14]([O:16][CH2:17]OCC)[CH3:15].[Br-].[Li+].O.C1(C)C(S(O)(=O)=O)=CC=CC=1>CC(OC)(C)C>[CH2:14]([O:16][CH2:17][O:13][CH:1]1[CH2:12][CH2:11][CH2:10][CH:9]=[CH:8][CH2:7][CH2:6][CH:5]=[CH:4][CH2:3][CH2:2]1)[CH3:15] |f:2.3,4.5|. Procedure: To a mechanically stirred mixture of 4,8-cyclododecadien-1-ol (5.4 g, 30 mmol; in the form of a 47% E,Z-, 48% Z,E- and 5% E,E isomer mixture), formaldehyde diethyl acetal (31.2 g, 294 mmol) and lithium bromide (0.52 g, 6 mmol) was added toluene sulphonic acid monohydrate (0.57 g, 3 mmol). The mixture was stirred at room temperature for 3 hours, then diluted with MTBE, washed with aqueous NaHCO3, water and brine. The solvent was evaporated and the product purified by liquid chromatography (silica... Reactants: Cl, C1CCOC1, OC1(c2ccccn2)CCC2(CC1)OCCO2. Product: O=C1CCC(O)(c2ccccn2)CC1. As a reaction SMILES: [ClH:18].[O:19]1[CH2:20][CH2:21][CH2:22][CH2:23]1.[n:1]1[c:2]([C:7]2([OH:17])[CH2:8][CH2:9][C:10]3([O:11][CH2:14][CH2:13][O:12]3)[CH2:15][CH2:16]2)[cH:3][cH:4][cH:5][cH:6]1>>[n:1]1[c:2]([C:7]2([OH:17])[CH2:8][CH2:9][C:10](=[O:11])[CH2:15][CH2:16]2)[cH:3][cH:4][cH:5][cH:6]1. Reactants: C(C)OC(C1=NC=CC=C1O)=O (ethyl-3-hydroxypicolinate), N1CCCC1 (pyrrolidine). Reaction conditions: time 24 hour. The product is N1(CCCC1)C(=O)C1=NC=CC=C1O (2-(pyrrolidin-1-yl)carbonyl-3-hydroxy pyridine). RXN SMILES: C(O[C:4](=[O:12])[C:5]1[C:10]([OH:11])=[CH:9][CH:8]=[CH:7][N:6]=1)C.[NH:13]1[CH2:17][CH2:16][CH2:15][CH2:14]1>>[N:13]1([C:4]([C:5]2[C:10]([OH:11])=[CH:9][CH:8]=[CH:7][N:6]=2)=[O:12])[CH2:17][CH2:16][CH2:15][CH2:14]1. Reported procedure: 18 g (0.093 moles) of ethyl-3-hydroxypicolinate [J. Heterocyclic Chem. 23, 665, 1986] were cooled at -5° C. and ml 250 of pyrrolidine were added under nitrogen atmosphere. After the addition, the solution was allowed to reach room temperature, stirred 24 h and then evaporated in vacuo to give 15 g of the title compound as a slight yellow oil which crystallized on standing. The reactants are CCCCCCCCO, Cl, [Cu], O=N[O-], [Na+], [Na+], [OH-], O, Cc1ccc2c(N3CCC(O)CC3)c(F)cc(N)c2n1. The product is Cc1ccc2c(N3CCC(O)CC3)c(F)cc(Cl)c2n1. Reaction SMILES: [CH2:30]([OH:31])[CH2:32][CH2:33][CH2:34][CH2:35][CH2:36][CH2:37][CH3:38].[ClH:21].[Cu:29].[N:22]([O-:23])=[O:24].[Na+:25].[Na+:27].[OH-:26].[OH2:28].[OH:1][CH:2]1[CH2:3][CH2:4][N:5]([c:8]2[c:9]3[cH:10][cH:11][c:12]([CH3:20])[n:13][c:14]3[c:15]([NH2:19])[cH:16][c:17]2[F:18])[CH2:6][CH2:7]1>>[OH:1][CH:2]1[CH2:3][CH2:4][N:5]([c:8]2[c:9]3[cH:10][cH:11][c:12]([CH3:20])[n:13][c:14]3[c:15]([Cl:21])[cH:16][c:17]2[F:18])[CH2:6][CH2:7]1. The reactants are CCI, [H-], [Na+], CN(C)C=O, O, O=Cc1cccc2[nH]ccc12. Yields the product CCn1ccc2c(C=O)cccc21. As a reaction SMILES: [CH2:14]([CH3:15])[I:16].[H-:12].[Na+:13].[O:18]=[CH:19][N:20]([CH3:21])[CH3:22].[OH2:17].[nH:1]1[cH:2][cH:3][c:4]2[c:5]([CH:10]=[O:11])[cH:6][cH:7][cH:8][c:9]12>>[n:1]1([CH2:14][CH3:15])[cH:2][cH:3][c:4]2[c:5]([CH:10]=[O:11])[cH:6][cH:7][cH:8][c:9]12.